This data is from the Open Reaction Database (ORD), a public repository of structured organic reaction records. The task is: describe an organic reaction: reactants, conditions, products, and yield The reactants are IC (iodomethane), [H-].[Na+] (sodium hydride), C1CCOC1 (THF), N1C=C(C2=CC=CC=C12)C1CCN(CC1)CCN1N=NC2=C(C1=O)C=CC=C2 (3-{2-[4-(1H-indol-3-yl)-1-piperidinyl]ethyl}-1,2,3-benzotriazin-4(3H)-one). Solvent: O (Water). Run at time 15 minute. Yields the product CN1C=C(C2=CC=CC=C12)C1CCN(CC1)CCN1N=NC2=C(C1=O)C=CC=C2 (3-{2-[4-(1-methyl-1H-indol-3-yl)-1-piperidinyl]ethyl}-1,2,3-benzotriazin-4(3H)-one). Isolated yield 41.0%. Reaction SMILES: [H-].[Na+].[CH2:3]1COCC1.[NH:8]1[C:16]2[C:11](=[CH:12][CH:13]=[CH:14][CH:15]=2)[C:10]([CH:17]2[CH2:22][CH2:21][N:20]([CH2:23][CH2:24][N:25]3[C:30](=[O:31])[C:29]4[CH:32]=[CH:33][CH:34]=[CH:35][C:28]=4[N:27]=[N:26]3)[CH2:19][CH2:18]2)=[CH:9]1.IC>O>[CH3:3][N:8]1[C:16]2[C:11](=[CH:12][CH:13]=[CH:14][CH:15]=2)[C:10]([CH:17]2[CH2:22][CH2:21][N:20]([CH2:23][CH2:24][N:25]3[C:30](=[O:31])[C:29]4[CH:32]=[CH:33][CH:34]=[CH:35][C:28]=4[N:27]=[N:26]3)[CH2:19][CH2:18]2)=[CH:9]1 |f:0.1|. Procedure: A dried flask under nitrogen was loaded with sodium hydride (0.015 g, 0.37 mmol) and THF (10 mL). At 0° C. 3-{2-[4-(1H-indol-3-yl)-1-piperidinyl]ethyl}-1,2,3-benzotriazin-4(3H)-one (0.07 g, 0.19 mmol), was added and the mixture stirred for 15 minutes. Keeping the reaction temperature at 0° C., the iodomethane was added dropwise (0.01 mL, 0.19 mmol). This was allowed to warm to room temperature and stir overnight. Water was slowly added to the mixture to quench and the organics were extracted in ... Reactants: COc1cc(OC)c(CCC2(C3CCCC3)CC(=O)CC(=O)O2)cc1Cl, Cc1cc(=O)[nH]c(CCl)n1, O. The product is COc1cc(OC)c(CCC2(C3CCCC3)CC(O)=C(Cc3nc(C)cc(=O)[nH]3)C(=O)O2)cc1Cl. Reaction SMILES: [Cl:11][c:12]1[c:13]([O:35][CH3:36])[cH:14][c:15]([O:33][CH3:34])[c:16]([CH2:18][CH2:19][C:20]2([CH:28]3[CH2:29][CH2:30][CH2:31][CH2:32]3)[CH2:21][C:22](=[O:27])[CH2:23][C:24](=[O:26])[O:25]2)[cH:17]1.[Cl:1][CH2:2][c:3]1[n:4][c:5]([CH3:10])[cH:6][c:7](=[O:9])[nH:8]1.[OH2:37]>>[CH2:2]([c:3]1[n:4][c:5]([CH3:10])[cH:6][c:7](=[O:9])[nH:8]1)[C:23]1=[C:22]([OH:27])[CH2:21][C:20]([CH2:19][CH2:18][c:16]2[c:15]([O:33][CH3:34])[cH:14][c:13]([O:35][CH3:36])[c:12]([Cl:11])[cH:17]2)([CH:28]2[CH2:29][CH2:30][CH2:31][CH2:32]2)[O:25][C:24]1=[O:26]. Starting materials: FC(C(=O)OCC)(F)F (ethyl trifluoroacetate), [Li+].CC(C)[N-]C(C)C (LDA), [Li]CCCC (n-BuLi), C(C)(C)NC(C)C (diisopropylamine), N\C(=C(/C(=O)OCC)\C(CC)=O)\C(F)(F)F (Ethyl 3-amino-2-propionyl-4,4,4-trifluorocrotonate), ice water. The solvent is C(=O)([O-])[O-].[K+].[K+] (K2CO3), C(OC)COC (dimethoxyethane), C(OC)COC (dimethoxyethane). Conditions: time 5 minute. The product is FC(C1=NC(=C(C(=C1C(=O)OCC)O)C)C(F)(F)F)(F)F (Ethyl 2,6-bis(trifluoromethyl)-4-hydroxy-5-methyl-3-pyridinecarboxylate). The yield is 15.1%. As a reaction SMILES: [Li+].CC([N-]C(C)C)C.[Li]CCCC.[CH:14](NC(C)C)(C)C.[NH2:21]/[C:22](/[C:33]([F:36])([F:35])[F:34])=[C:23](/[C:29](=[O:32])[CH2:30][CH3:31])\[C:24]([O:26][CH2:27][CH3:28])=[O:25].[F:37][C:38]([F:45])([F:44])C(OCC)=O>C(COC)OC.C([O-])([O-])=O.[K+].[K+]>[F:36][C:33]([F:34])([F:35])[C:22]1[C:23]([C:24]([O:26][CH2:27][CH3:28])=[O:25])=[C:29]([OH:32])[C:30]([CH3:14])=[C:31]([C:38]([F:45])([F:44])[F:37])[N:21]=1 |f:0.1,7.8.9|. Procedure details: To a cold (-78° C.) solution of LDA, from 0.2 mol of n-BuLi, 29 ml (0.207 mol) of diisopropylamine and 200 ml of dimethoxyethane was added a solution of 23.4 g (0.1 mol) of product of Example 34 in 500 ml of dimethoxyethane in 5 minutes. The reaction mixture turned red and precipitate formed and made magnetic stirring difficult. The reaction flask was shaken by hand for 5 minutes and the reaction mixture was treated with 25 ml (0.2 mol) of ethyl trifluoroacetate at once. The precipitate graduall... The reactants are CCN(CC)C1=CC2=C(C=C1)C=C(C(=O)O2)/C=N\NC3=CC=CC=N3 (Ic-2), acid chloride, COC1=CC=C(C=C1)C1=CC=C(O1)C(=O)O (5-(4-methoxyphenyl)-2-furancarboxylic acid), FC1=C(C=CC=C1)C1=CC=C(O1)C(=O)Cl (5-(2-fluorophenyl)-2-furancarbonyl chloride). Yields the product O1C(=CC=C1)C1=NN=C(O1)NC(=O)C=1OC(=CC1)C1=CC=C(C=C1)OC (N-[5-(2-Furyl)-1,3,4-oxadiazol-2-yl]-5-(4-methoxyphenyl)-2-furancarboxamide). As a reaction SMILES: CCN(C1C=C[C:9]2[CH:12]=[C:13](/[CH:17]=[N:18]\[NH:19][C:20]3[N:25]=CC=CC=3)C([O:16][C:8]=2C=1)=O)CC.[CH3:26][O:27][C:28]1[CH:33]=[CH:32][C:31]([C:34]2[O:38][C:37]([C:39]([OH:41])=O)=[CH:36][CH:35]=2)=[CH:30][CH:29]=1.FC1C=CC=CC=1C1[O:53]C(C(Cl)=O)=CC=1>>[O:16]1[CH:8]=[CH:9][CH:12]=[C:13]1[C:17]1[O:53][C:20]([NH:25][C:39]([C:37]2[O:38][C:34]([C:31]3[CH:30]=[CH:29][C:28]([O:27][CH3:26])=[CH:33][CH:32]=3)=[CH:35][CH:36]=2)=[O:41])=[N:19][N:18]=1. Procedure details: The title compound was synthesized in accordance with the synthesis method of compound Ic-2 described below, using an acid chloride prepared from commercially available 5-(4-methoxyphenyl)-2-furancarboxylic acid by a routine method instead of 5-(2-fluorophenyl)-2-furancarbonyl chloride. Reaction SMILES: [CH2:1]([O:8][C:9]1[C:14]([C:15]2[CH:20]=[CH:19][C:18]([CH3:21])=[CH:17][CH:16]=2)=[CH:13][C:12]([CH:22]=[O:23])=[CH:11][C:10]=1[C:24]([CH3:27])([CH3:26])[CH3:25])[C:2]1[CH:7]=[CH:6][CH:5]=[CH:4][CH:3]=1.[C:28]([Mg]Br)#[CH:29].[Cl-].[NH4+]>C1COCC1>[CH2:1]([O:8][C:9]1[C:14]([C:15]2[CH:16]=[CH:17][C:18]([CH3:21])=[CH:19][CH:20]=2)=[CH:13][C:12]([CH:22]([OH:23])[C:28]#[CH:29])=[CH:11][C:10]=1[C:24]([CH3:27])([CH3:26])[CH3:25])[C:2]1[CH:7]=[CH:6][CH:5]=[CH:4][CH:3]=1 |f:2.3|. Product: C(C1=CC=CC=C1)OC1=C(C=C(C=C1C1=CC=C(C=C1)C)C(C#C)O)C(C)(C)C (1-(6-Benzyloxy-5-tert-butyl-4′-methyl-3-biphenylyl)prop-2-yn-1-ol). Procedure: 780 mg (2.2 mmol) of 6-benzyloxy-5-tert-butyl-4′-methyl-3-biphenylcarbaldehyde are dissolved in 50 mL of THF, and the reaction medium is cooled to 0° C. 5.7 mL (2.8 mmol) of 0.5 M ethynylmagnesium bromide solution are added slowly. The medium is stirred at 0° C. for 2 hours and the reaction is then treated with a saturated ammonium chloride solution. The residue obtained is purified by chromatography on a column of silica (eluent: 9 heptane/1 ethyl acetate). A yellow oil is obtained (m=740 mg; y... Reactants: C(#C)[Mg]Br (ethynylmagnesium bromide), C(C1=CC=CC=C1)OC1=C(C=C(C=C1C1=CC=C(C=C1)C)C=O)C(C)(C)C (6-benzyloxy-5-tert-butyl-4′-methyl-3-biphenylcarbaldehyde), [Cl-].[NH4+] (ammonium chloride). The solvent is C1CCOC1 (THF). Yield: 89.0%. Reaction conditions: temperature 0 celsius, time 2 hour. Reactants: ClCCl, O=C(O)C(F)(F)F, C[Si](C)(C)CCOCn1nc(-c2cccc(NCc3ccsc3)n2)c2cnc(NCCN3CCOCC3)nc21. The product is c1cc(NCc2ccsc2)nc(-c2n[nH]c3nc(NCCN4CCOCC4)ncc23)c1. RXN SMILES: [Cl:47][CH2:48][Cl:49].[F:40][C:41]([F:42])([F:43])[C:44]([OH:45])=[O:46].[O:1]1[CH2:2][CH2:3][N:4]([CH2:7][CH2:8][NH:9][c:10]2[n:11][cH:12][c:13]3[c:14]([n:15]2)[n:16]([CH2:32][O:33][CH2:34][CH2:35][Si:36]([CH3:37])([CH3:38])[CH3:39])[n:17][c:18]3-[c:19]2[n:20][c:21]([NH:25][CH2:26][c:27]3[cH:28][s:29][cH:30][cH:31]3)[cH:22][cH:23][cH:24]2)[CH2:5][CH2:6]1>>[O:1]1[CH2:2][CH2:3][N:4]([CH2:7][CH2:8][NH:9][c:10]2[n:11][cH:12][c:13]3[c:14]([n:15]2)[nH:16][n:17][c:18]3-[c:19]2[n:20][c:21]([NH:25][CH2:26][c:27]3[cH:28][s:29][cH:30][cH:31]3)[cH:22][cH:23][cH:24]2)[CH2:5][CH2:6]1. Reactants: COC1=C(C=CC=C1SC1=C(C=CC=C1)F)C(C#N)C (2-[2-methoxy-3-(2-fluorophenylthio)phenyl]propionitrile), C(C)(=O)O (acetic acid). The solvent is I (hydriodic acid). Product: CC1C(OC2=C1C=CC=C2SC2=C(C=CC=C2)F)=O (3-methyl-7-(2-fluorophenylthio)-2,3-dihydrobenzofuran-2-one). As a reaction SMILES: C[O:2][C:3]1[C:8]([S:9][C:10]2[CH:15]=[CH:14][CH:13]=[CH:12][C:11]=2[F:16])=[CH:7][CH:6]=[CH:5][C:4]=1[CH:17]([CH3:20])[C:18]#N.C(O)(=[O:23])C>I>[CH3:18][CH:17]1[C:4]2[CH:5]=[CH:6][CH:7]=[C:8]([S:9][C:10]3[CH:15]=[CH:14][CH:13]=[CH:12][C:11]=3[F:16])[C:3]=2[O:2][C:20]1=[O:23]. Procedure: A solution of 2-[2-methoxy-3-(2-fluorophenylthio)phenyl]propionitrile (3.2 g) in hydriodic acid (58%, 20 ml) and acetic acid (40 ml) was refluxed under heating for 20 hours, and acetic acid was distilled off under reduced pressure. To the residue were added water and aqueous sodium bicarbonate, and the mixture was extracted with diethyl ether. The extract was washed with dil. aqueous sodium hydrogen sulfite and water in turn, dried and evaporated under reduced pressure. The oily residue (2 g) wa... Reactants: C(C)(C)(C)OC(NCC1=CC(=CC=C1)NC(=S)N)=O (N-(3-thioureidophenylmethyl)carbamic acid t-butyl ester), BrCCF (1-bromo-2-fluoroethane). Run in C(C)#N (acetonitrile). Product: C(C)(C)(C)OC(NCC1=CC(=CC=C1)NC(SCCF)=N)=O (N-(3-(S-(2-fluoroethyl)isothioureido)phenylmethyl)carbamic acid t-butyl ester). Isolated yield 9.0%. As a reaction SMILES: [C:1]([O:5][C:6](=[O:19])[NH:7][CH2:8][C:9]1[CH:14]=[CH:13][CH:12]=[C:11]([NH:15][C:16]([NH2:18])=[S:17])[CH:10]=1)([CH3:4])([CH3:3])[CH3:2].Br[CH2:21][CH2:22][F:23]>C(#N)C>[C:1]([O:5][C:6](=[O:19])[NH:7][CH2:8][C:9]1[CH:14]=[CH:13][CH:12]=[C:11]([NH:15][C:16](=[NH:18])[S:17][CH2:21][CH2:22][F:23])[CH:10]=1)([CH3:4])([CH3:2])[CH3:3]. Procedure: To a mixture of the compound (500 mg) obtained in Example 24 and acetonitrile (20 ml) was added 1-bromo-2-fluoroethane (0.26 ml) and the reaction mixture was heated under reflux for 2 h. The reaction mixture was distilled under reduced pressure and the resulting residue was dissolved in ethyl acetate and washed successively with a saturated aqueous sodium bicarbonate solution and a saturated aqueous sodium chloride solution and the organic layer was dried with anhydrous sodium sulfate and then c... Reactants: C(C1=CC=CC=C1)N1N=NC2=C1N=C(N=C2N2C[C@@H](CC2)O)C(C)(C)C ((R)-1-(3-Benzyl-5-tert-butyl-3H-[1,2,3]triazolo[4,5-d]pyrimidin-7-yl)-pyrrolidin-3-ol), C(C)(C)(C)C=1N=C(C2=C(N1)NN=N2)N2C[C@@H](CC2)O ((R)-1-(5-tert-Butyl-3H-[1,2,3]triazolo[4,5-d]pyrimidin-7-yl)-pyrrolidin-3-ol), C(C)(C)(C)C=1N=C(C=2C(N1)=NN(N2)CC)N2CC(CC2)(F)F (5-tert-Butyl-7-(3,3-difluoro-pyrrolidin-1-yl)-2-ethyl-2H-[1,2,3]triazolo[4,5-d]pyrimidine), ClCC1=NN=NN1C (5-(chloromethyl)-1-methyl-1H-tetrazole). Reagents/catalysts: [Pd] (Pd/C). Product: C(C)(C)(C)C=1N=C(C2=C(N1)N(N=N2)CC2=NN=NN2C)N2C[C@@H](CC2)O ((R)-1-(5-tert-butyl-3-((1-methyl-1H-tetrazol-5-yl)methyl)-3H-[1,2,3]triazolo[4,5-d]pyrimidin-7-yl)pyrrolidin-3-ol). As a reaction SMILES: [CH2:1]([N:8]1[C:12]2[N:13]=[C:14]([C:23]([CH3:26])([CH3:25])[CH3:24])[N:15]=[C:16]([N:17]3[CH2:21][CH2:20][C@@H:19]([OH:22])[CH2:18]3)[C:11]=2[N:10]=[N:9]1)[C:2]1C=CC=CC=1.C(C1N=C(N2CC[C@@H](O)C2)C2N=NNC=2N=1)(C)(C)C.C(C1N=C(N2CCC(F)(F)C2)C2C(=NN(CC)N=2)N=1)(C)(C)C.ClC[C:70]1[N:74](C)[N:73]=[N:72][N:71]=1>[Pd]>[C:23]([C:14]1[N:15]=[C:16]([N:17]2[CH2:21][CH2:20][C@@H:19]([OH:22])[CH2:18]2)[C:11]2[N:10]=[N:9][N:8]([CH2:1][C:2]3[N:71]([CH3:70])[N:72]=[N:73][N:74]=3)[C:12]=2[N:13]=1)([CH3:25])([CH3:26])[CH3:24]. Procedure details: (R)-1-(3-Benzyl-5-tert-butyl-3H-[1,2,3]triazolo[4,5-d]pyrimidin-7-yl)-pyrrolidin-3-ol was hydrogenated over Pd/C and the resulting (R)-1-(5-tert-Butyl-3H-[1,2,3]triazolo[4,5-d]pyrimidin-7-yl)-pyrrolidin-3-ol was reacted in analogy to the procedure described for the synthesis of 5-tert-butyl-7-(3,3-difluoro-pyrrolidin-1-yl)-2-ethyl-2H-[1,2,3]triazolo[4,5-d]pyrimidine (example 3, step b) with 5-(chloromethyl)-1-methyl-1H-tetrazole. MS (m/e): 359.3 (MH+)